Task: describe an organic reaction: reactants, conditions, products, and yield. Dataset: the Open Reaction Database (ORD), a public repository of structured organic reaction records The reactants are C1CCOC1, CCN(C(C)C)C(C)C, Cc1n[nH]c2ncnc(Cl)c12, Cc1ccc(Cl)cc1N1CCNCC1. Product: Cc1ccc(Cl)cc1N1CCN(c2ncnc3[nH]nc(C)c23)CC1. RXN SMILES: [CH2:35]1[O:36][CH2:37][CH2:38][CH2:39]1.[CH:12]([N:13]([CH:14]([CH3:15])[CH3:16])[CH2:17][CH3:18])([CH3:19])[CH3:20].[Cl:1][c:2]1[c:3]2[c:4]([n:5][cH:6][n:7]1)[nH:8][n:9][c:10]2[CH3:11].[Cl:21][c:22]1[cH:23][cH:24][c:25]([CH3:34])[c:26]([N:28]2[CH2:29][CH2:30][NH:31][CH2:32][CH2:33]2)[cH:27]1>>[c:2]1([N:31]2[CH2:30][CH2:29][N:28]([c:26]3[c:25]([CH3:34])[cH:24][cH:23][c:22]([Cl:21])[cH:27]3)[CH2:33][CH2:32]2)[c:3]2[c:4]([n:5][cH:6][n:7]1)[nH:8][n:9][c:10]2[CH3:11].